Dataset: the Open Reaction Database (ORD), a public repository of structured organic reaction records. Task: describe an organic reaction: reactants, conditions, products, and yield Product: [Si](C)(C)(C(C)(C)C)OCC1=CC2=C(C=N1)N=CN2C2=CC(=C(S2)C(=O)OC)OC(C(F)(F)F)C2=C(C=CC=C2)Cl (Methyl 5-[6-({[tert-butyl(dimethyl)silyl]oxy}methyl)-1H-imidazo[4,5-c]pyridin-1-yl]-3-[1-(2-chlorophenyl)-2,2,2-trifluoroethoxy]thiophene-2-carboxylate). Reaction SMILES: [Si:1]([O:8][CH2:9][C:10]1[N:15]=[CH:14][C:13]2[N:16]=[CH:17][N:18]([C:19]3[S:23][C:22]([C:24]([O:26][CH3:27])=[O:25])=[C:21]([OH:28])[CH:20]=3)[C:12]=2[CH:11]=1)([C:4]([CH3:7])([CH3:6])[CH3:5])([CH3:3])[CH3:2].[Cl:29][C:30]1[CH:35]=[CH:34][CH:33]=[CH:32][C:31]=1[CH:36](O)[C:37]([F:40])([F:39])[F:38].C1(P(C2C=CC=CC=2)C2C=CC=CC=2)C=CC=CC=1.N(C(OC(C)(C)C)=O)=NC(OC(C)(C)C)=O>ClCCl>[Si:1]([O:8][CH2:9][C:10]1[N:15]=[CH:14][C:13]2[N:16]=[CH:17][N:18]([C:19]3[S:23][C:22]([C:24]([O:26][CH3:27])=[O:25])=[C:21]([O:28][CH:36]([C:31]4[CH:32]=[CH:33][CH:34]=[CH:35][C:30]=4[Cl:29])[C:37]([F:38])([F:40])[F:39])[CH:20]=3)[C:12]=2[CH:11]=1)([C:4]([CH3:5])([CH3:6])[CH3:7])([CH3:2])[CH3:3]. Run in ClCCl (dichloromethane). Starting materials: [Si](C)(C)(C(C)(C)C)OCC1=CC2=C(C=N1)N=CN2C2=CC(=C(S2)C(=O)OC)O (methyl 5-[6-({[tert-butyl(dimethyl)silyl]oxy}methyl)-1H-imidazo[4,5-c]pyridin-1-yl]-3-hydroxythiophene-2-carboxylate), N(=NC(=O)OC(C)(C)C)C(=O)OC(C)(C)C (di-tert-butyl azodicarboxylate), ClC1=C(C=CC=C1)C(C(F)(F)F)O (1-(2-chlorophenyl)-2,2,2-trifluoroethanol), C1(=CC=CC=C1)P(C1=CC=CC=C1)C1=CC=CC=C1 (triphenylphosphine). Procedure: In a similar manner as described for example B31, 1.53 g of methyl 5-[6-({[tert-butyl(dimethyl)silyl]oxy}methyl)-1H-imidazo[4,5-c]pyridin-1-yl]-3-hydroxythiophene-2-carboxylate, 1.0 g of 1-(2-chlorophenyl)-2,2,2-trifluoroethanol, 2.43 g of triphenylphosphine (polymer bound, ˜3 mmol/g) and 1.68 g of di-tert-butyl azodicarboxylate in 40 ml anhydrous dichloromethane yield the title compound. Reactants: C=CC(O)CCCCCC, CO, O. Yields the product CCCCCCC1OC1COC. As a reaction SMILES: [CH2:1]=[CH:2][CH:3]([CH2:4][CH2:5][CH2:6][CH2:7][CH2:8][CH3:9])[OH:10].[CH3:12][OH:13].[OH2:11]>>[CH2:1]([CH:2]1[CH:3]([CH2:4][CH2:5][CH2:6][CH2:7][CH2:8][CH3:9])[O:10]1)[O:11][CH3:12]. The reactants are ClC1=NC=NC2=CC(=C(C=C12)OC)OCCCN1CCOCC1 (4-chloro-6-methoxy-7-(3-morpholinopropoxy)quinazoline), OC1=CC=C2C=C(NC2=C1)C (6-hydroxy-2-methylindole). Product: COC=1C=C2C(=NC=NC2=CC1OCCCN1CCOCC1)OC1=CC=C2C=C(NC2=C1)C (6-methoxy-4-(2-methylindol-6-yloxy)-7-(3-morpholinopropoxy)quinazoline). The yield is 0.1%. RXN SMILES: Cl[C:2]1[C:11]2[C:6](=[CH:7][C:8]([O:14][CH2:15][CH2:16][CH2:17][N:18]3[CH2:23][CH2:22][O:21][CH2:20][CH2:19]3)=[C:9]([O:12][CH3:13])[CH:10]=2)[N:5]=[CH:4][N:3]=1.[OH:24][C:25]1[CH:33]=[C:32]2[C:28]([CH:29]=[C:30]([CH3:34])[NH:31]2)=[CH:27][CH:26]=1>>[CH3:13][O:12][C:9]1[CH:10]=[C:11]2[C:6](=[CH:7][C:8]=1[O:14][CH2:15][CH2:16][CH2:17][N:18]1[CH2:23][CH2:22][O:21][CH2:20][CH2:19]1)[N:5]=[CH:4][N:3]=[C:2]2[O:24][C:25]1[CH:33]=[C:32]2[C:28]([CH:29]=[C:30]([CH3:34])[NH:31]2)=[CH:27][CH:26]=1. Procedure: Using an analogous procedure to that described for Example 121, 4-chloro-6-methoxy-7-(3-morpholinopropoxy)quinazoline (160 mg, 0.47 mol), (prepared as described for the starting material in Example 1), was reacted with 6-hydroxy-2-methylindole (84 mg, 0.57 mol), (Eur. J. Med. Chem. 1975, 10, 187), to give 6-methoxy-4-(2-methylindol-6-yloxy)-7-(3-morpholinopropoxy)quinazoline (157 mg, 73%). The reactants are [I-].[Na+] (sodium iodide), FC(C=1C=C2C=CC=NC2=CC1)(F)F (6-trifluoromethylquinoline), C(C)OP(OCC)OCC (triethylphosphite), ClC(COC(=O)Cl)(Cl)Cl (chloroformic acid-2,2,2-trichloroethyl ester). Run in C(C)#N (acetonitrile). Reaction conditions: time 30 minute. Yields the product C(C)OP(OCC)(=O)C1N(C2=CC=C(C=C2C=C1)C(F)(F)F)C(=O)OCC(Cl)(Cl)Cl (1-(2,2,2-Trichloroethoxycarbonyl)-6-trifluoromethyl-1,2-dihydroquinoline-2-phosphonic acid diethyl ester). As a reaction SMILES: [F:1][C:2]([F:14])([F:13])[C:3]1[CH:4]=[C:5]2[C:10](=[CH:11][CH:12]=1)[N:9]=[CH:8][CH:7]=[CH:6]2.[Cl:15][C:16]([Cl:23])([Cl:22])[CH2:17][O:18][C:19](Cl)=[O:20].[CH2:24]([O:26][P:27]([O:31]CC)[O:28][CH2:29][CH3:30])[CH3:25].[I-].[Na+]>C(#N)C>[CH2:24]([O:26][P:27]([CH:8]1[CH:7]=[CH:6][C:5]2[C:10](=[CH:11][CH:12]=[C:3]([C:2]([F:1])([F:13])[F:14])[CH:4]=2)[N:9]1[C:19]([O:18][CH2:17][C:16]([Cl:23])([Cl:22])[Cl:15])=[O:20])(=[O:31])[O:28][CH2:29][CH3:30])[CH3:25] |f:3.4|. Procedure: 41.4 g of 6-trifluoromethylquinoline is introduced into 250 ml of acetonitrile at 0° C. 29 ml of chloroformic acid-2,2,2-trichloroethyl ester is rapidly instilled and the mixture is stirred for 30 minutes. 36.4 ml of triethylphosphite is instilled and 49.8 g of sodium iodide is added in portions. It is heated for 10 minutes to 50° C., the solution is concentrated by evaporation, mixed with 400 ml of water and extracted four times with 400 ml of ethyl acetate each. The crude product is purified b... Starting materials: C(C1=CC=CC=C1)N1C[C@@H]([C@@H](CC1)C)N(C=1C2=C(N=CN1)NC=C2)C ((3R,4R)-(1-Benzyl-4-methyl-piperidin-3-yl)-methyl-(7H-pyrrolo[2,3-d]pyrimidin-4-yl)-amine), Cl (hydrochloric acid). The solvent is C(C)O (ethanol). Run at time 2 day. Product: CN(C=1C2=C(N=CN1)NC=C2)[C@H]2CNCC[C@H]2C (Methyl-((3R,4R)-4-methyl-piperidin-3-yl)-(7H-pyrrolo[2,3-d]pyrimidin-4-yl)-amine). Isolated yield 89.3%. As a reaction SMILES: C([N:8]1[CH2:13][CH2:12][C@@H:11]([CH3:14])[C@@H:10]([N:15]([CH3:25])[C:16]2[C:17]3[CH:24]=[CH:23][NH:22][C:18]=3[N:19]=[CH:20][N:21]=2)[CH2:9]1)C1C=CC=CC=1.Cl>C(O)C>[CH3:25][N:15]([C@@H:10]1[C@H:11]([CH3:14])[CH2:12][CH2:13][NH:8][CH2:9]1)[C:16]1[C:17]2[CH:24]=[CH:23][NH:22][C:18]=2[N:19]=[CH:20][N:21]=1. Reported procedure: To the product from Method A (0.7 grams, 2.19 mmol) dissolved in 15 mL of ethanol was added 1.5 mL of 2 N hydrochloric acid and the reaction mixture degassed by nitrogen purge. To the reaction mixture was then added 0.5 grams of 20% palladium hydroxide on carbon (50% water) (Aldrich) and the resulting mixture shaken (Parr-Shaker) under a 50 psi atmosphere of hydrogen at room temperature for 2 days. The Celite filtered reaction mixture was concentrated to dryness in vacuo and the residue purified... Reactants: Cc1cc(C(=O)Cl)no1, COc1cc2nc(N3CCNCC3)nc(N)c2cc1OC, C1COCCO1. Yields the product COc1cc2nc(N3CCN(C(=O)c4cc(C)on4)CC3)nc(N)c2cc1OC, Cl. As a reaction SMILES: [CH3:1][c:2]1[cH:3][c:4]([C:7](=[O:8])[Cl:9])[n:5][o:6]1.[NH2:10][c:11]1[n:12][c:13]([N:25]2[CH2:26][CH2:27][NH:28][CH2:29][CH2:30]2)[n:14][c:15]2[cH:16][c:17]([O:23][CH3:24])[c:18]([O:21][CH3:22])[cH:19][c:20]12.[O:31]1[CH2:32][CH2:33][O:34][CH2:35][CH2:36]1>>[CH3:1][c:2]1[cH:3][c:4]([C:7](=[O:8])[N:28]2[CH2:27][CH2:26][N:25]([c:13]3[n:12][c:11]([NH2:10])[c:20]4[c:15]([n:14]3)[cH:16][c:17]([O:23][CH3:24])[c:18]([O:21][CH3:22])[cH:19]4)[CH2:30][CH2:29]2)[n:5][o:6]1.[ClH:9]. The reactants are OC1=C(C=C(C=C1)C1=CC2=C(C(=N1)C#N)N=NN2C)C(F)(F)F (6-(4-Hydroxy-3-(trifluoromethyl)phenyl)-1-methyl-1H-[1,2,3]triazolo[4,5-c]pyridine-4-carbonitrile), CS(=O)(=O)OC[C@@H]1CN(CC1)C1=NC=CC=C1 ((S)-(1-(pyridin-2-yl)pyrrolidin-3-yl)methyl methanesulfonate), C([O-])([O-])=O.[Cs+].[Cs+] (cesium carbonate), C(CCC)[N+](CCCC)(CCCC)CCCC (tetrabutylammonium). Run in CN(C)C=O (DMF), C(C)(=O)OCC (ethyl acetate). Yields the product CN1N=NC=2C(=NC(=CC21)C2=CC(=C(C=C2)OC[C@@H]2CN(CC2)C2=NC=CC=C2)C(F)(F)F)C#N ((S)-1-methyl-6-(4-((1-(pyridin-2-yl)pyrrolidin-3-yl)methoxy)-3-(trifluoromethyl)phenyl)-1H-[1,2,3]triazolo[4,5-c]pyridine-4-carbonitrile). As a reaction SMILES: [OH:1][C:2]1[CH:7]=[CH:6][C:5]([C:8]2[N:13]=[C:12]([C:14]#[N:15])[C:11]3[N:16]=[N:17][N:18]([CH3:19])[C:10]=3[CH:9]=2)=[CH:4][C:3]=1[C:20]([F:23])([F:22])[F:21].CS(O[CH2:29][C@H:30]1[CH2:34][CH2:33][N:32]([C:35]2[CH:40]=[CH:39][CH:38]=[CH:37][N:36]=2)[CH2:31]1)(=O)=O.C(=O)([O-])[O-].[Cs+].[Cs+].C([N+](CCCC)(CCCC)CCCC)CCC>CN(C=O)C.C(OCC)(=O)C>[CH3:19][N:18]1[C:10]2[CH:9]=[C:8]([C:5]3[CH:6]=[CH:7][C:2]([O:1][CH2:29][C@H:30]4[CH2:34][CH2:33][N:32]([C:35]5[CH:40]=[CH:39][CH:38]=[CH:37][N:36]=5)[CH2:31]4)=[C:3]([C:20]([F:23])([F:22])[F:21])[CH:4]=3)[N:13]=[C:12]([C:14]#[N:15])[C:11]=2[N:16]=[N:17]1 |f:2.3.4|. Procedure details: 6-(4-Hydroxy-3-(trifluoromethyl)phenyl)-1-methyl-1H-[1,2,3]triazolo[4,5-c]pyridine-4-carbonitrile (0.313 mmol, 0.1 g), (S)-(1-(pyridin-2-yl)pyrrolidin-3-yl)methyl methanesulfonate (0.376 mmol, 0.096 g), cesium carbonate (0.470 mmol, 0.153 g) and tetrabutylammonium idodide (0.157 mmol, 0.058 g) were stirred in DMF (1 ml) at 50° C. overnight. The reaction mixture was diluted with ethyl acetate, washed with water and dried over Na2SO4. The resulting residue was triturated with ether and filtered. T... RXN SMILES: [CH2:1]([CH2:2][CH2:3][CH2:4][C:5]#[CH:6])[C:7]12[S:8](=[O:18])[CH2:9][C:10]([CH2:15][CH2:16][CH3:17])([CH2:11][S:12]1)[CH2:13][S:14]2.[CH3:31][C:32](=[O:33])[CH3:34].[K+:30].[Mg+2:19].[Mn:25]([O-:26])(=[O:27])(=[O:28])=[O:29].[O-:20][S:21](=[O:22])(=[O:23])[O-:24]>>[CH2:1]([CH2:2][CH2:3][CH2:4][C:5]#[CH:6])[C:7]12[S:8](=[O:18])(=[O:20])[CH2:9][C:10]([CH2:15][CH2:16][CH3:17])([CH2:11][S:12]1)[CH2:13][S:14]2. Yields the product C#CCCCCC12SCC(CCC)(CS1)CS2(=O)=O. The reactants are C#CCCCCC12SCC(CCC)(CS1)CS2=O, CC(C)=O, [K+], [Mg+2], O=[Mn](=O)(=O)[O-], O=S(=O)([O-])[O-]. Reactants: [Li+].[Cl-] (LiCl), ClC1=NC=NC(=C1)Cl (4,6-dichloropyrimidine), II (I2). Solvent: C1CCOC1 (THF), C1CCOC1 (THF). Reaction conditions: time 0.5 hour. The product is ClC1=NC=NC(=C1I)Cl (4,6-dichloro-5-iodo-pyrimidine). Isolated yield 82.6%. RXN SMILES: [Cl:1][C:2]1[CH:7]=[C:6]([Cl:8])[N:5]=[CH:4][N:3]=1.[Li+].[Cl-].[I:11]I>C1COCC1>[Cl:1][C:2]1[C:7]([I:11])=[C:6]([Cl:8])[N:5]=[CH:4][N:3]=1 |f:1.2|. Reported procedure: 4,6-Dichloropyrimidine 6 (149 mg, 1.0 mmol) in THF (2 mL) was added to a solution of TMPZnCl.LiCl (2) (1.3 M in THF, 0.85 mL, 1.1 mmol) at 25° C. and the reaction mixture was then stirred at this temperature for 45 min according to TP 2. I2 (381 mg, 1.5 mmol) dissolved in dry THF (2 mL) was then dropwise added and the resulting mixture was stirred for 0.5 h. The reaction mixture was quenched with a sat. aq. Na2S2O3 solution (10 mL) and with a sat. aq. NH4Cl solution (20 mL), extracted with dieth...